This data is from the Open Reaction Database (ORD), a public repository of structured organic reaction records. The task is: describe an organic reaction: reactants, conditions, products, and yield Procedure details: The title compound was prepared following the method described above for the synthesis of 4-((1R,3aS,5aR,5bR,7aR,11aS,11bR,13aR,13bR)-3a-(2-(dimethylamino)-2-oxoethylamino)-5a,5b,8,8,11a-pentamethyl-1-(prop-1-en-2-yl)-2,3,3a,4,5,5a,5b,6,7,7a,8,11,11a,11b,12,13,13a,13b-octadecahydro-1H-cyclopenta[a]chrysen-9-yl)benzoic acid using 4-(2-chloroethyl)morpholine hydrochloride as the alkylating agent in Step 1. The product was isolated as a white solid (65 mg, 49.4%). LCMS: m/e 643.6 (MH+), 2.35 min (m... The yield is 49.4%. Starting materials: CN(C(CN[C@]12[C@@H]([C@H]3CC[C@@H]4[C@]5(CC=C(C([C@@H]5CC[C@]4([C@@]3(CC1)C)C)(C)C)C1=CC=C(C(=O)O)C=C1)C)[C@@H](CC2)C(=C)C)=O)C (4-((1R,3aS,5aR,5bR,7aR,11aS,11bR,13aR,13bR)-3a-(2-(dimethylamino)-2-oxoethylamino)-5a,5b,8,8,11a-pentamethyl-1-(prop-1-en-2-yl)-2,3,3a,4,5,5a,5b,6,7,7a,8,11,11a,11b,12,13,13a,13b-octadecahydro-1H-cyclopenta[a]chrysen-9-yl)benzoic acid), Cl.ClCCN1CCOCC1 (4-(2-chloroethyl)morpholine hydrochloride). Yields the product C[C@]12CC[C@@]3([C@@H]([C@H]2CC[C@@H]2[C@]4(CC=C(C([C@@H]4CC[C@@]12C)(C)C)C1=CC=C(C(=O)O)C=C1)C)[C@@H](CC3)C(=C)C)NCCN3CCOCC3 (4-((1R,3aS,5aR,5bR,7aR,11aS,11bR,13aR,13bR)-5a,5b,8,8,11a-pentamethyl-3a-(2-morpholinoethylamino)-1-(prop-1-en-2-yl)-2,3,3a,4,5,5a,5b,6,7,7a,8,11,11a,11b,12,13,13a,13b-octadecahydro-1H-cyclopenta[a]chrysen-9-yl)benzoic acid), solid. RXN SMILES: [CH3:1][N:2]([CH3:45])[C:3](=O)[CH2:4][NH:5][C@:6]12[CH2:40][CH2:39][C@@H:38]([C:41]([CH3:43])=[CH2:42])[C@@H:7]1[C@@H:8]1[C@@:21]([CH3:24])([CH2:22][CH2:23]2)[C@@:20]2([CH3:25])[C@@H:11]([C@:12]3([CH3:37])[C@@H:17]([CH2:18][CH2:19]2)[C:16]([CH3:27])([CH3:26])[C:15]([C:28]2[CH:36]=[CH:35][C:31]([C:32]([OH:34])=[O:33])=[CH:30][CH:29]=2)=[CH:14][CH2:13]3)[CH2:10][CH2:9]1.Cl.ClCCN1C[CH2:54][O:53][CH2:52]C1>>[CH3:24][C@:21]12[C@@:20]3([CH3:25])[C@@H:11]([C@:12]4([CH3:37])[C@@H:17]([CH2:18][CH2:19]3)[C:16]([CH3:27])([CH3:26])[C:15]([C:28]3[CH:29]=[CH:30][C:31]([C:32]([OH:34])=[O:33])=[CH:35][CH:36]=3)=[CH:14][CH2:13]4)[CH2:10][CH2:9][C@@H:8]1[C@H:7]1[C@H:38]([C:41]([CH3:43])=[CH2:42])[CH2:39][CH2:40][C@:6]1([NH:5][CH2:4][CH2:3][N:2]1[CH2:45][CH2:54][O:53][CH2:52][CH2:1]1)[CH2:23][CH2:22]2 |f:1.2|. The reactants are NCC(=O)N(C)C1=C(C(=C(C=C1)C)COC1=CC=CC=2N(C(=NC21)OC)CC2=NC=CC=C2)C (2-amino-N-(2,4-dimethyl-3-(((2-methoxy-1-(pyridin-2-ylmethyl)-1H-benzo[d]imidazol-4-yl)oxy)methyl)phenyl)-N-methylacetamide), C35H35N7O6, O=C1OC=2C(=NC=C(C2)CCC(=O)O)N1 (3-(2-oxo-2,3-dihydrooxazolo[4,5-b]pyridin-6-yl)propanoic acid), ClC1=C(C=CC(=C1COC1=CC=CC=2N(C(=NC21)OC)CC2=NC=CC=C2)Cl)N(C(CNC(CCC2=CC=C(C(=O)NCCOC)C=C2)=O)=O)C (4-(3-((2-((2,4-dichloro-3-(((2-methoxy-1-(pyridin-2-ylmethyl)-1H-benzo[d]imidazol-4-yl)oxy)methyl)phenyl)(methyl)amino)-2-oxoethyl)amino)-3-oxopropyl)-N-(2-methoxyethyl)benzamide). The product is COC1=NC2=C(N1CC1=NC=CC=C1)C=CC=C2OCC=2C(=C(C=CC2C)N(C(CNC(CCC=2C=C1C(=NC2)NC(O1)=O)=O)=O)C)C (N-(2-((3-(((2-methoxy-1-(pyridin-2-ylmethyl)-1H-benzo[d]imidazol-4-yl)oxy)methyl)-2,4-dimethylphenyl)(methyl)amino)-2-oxoethyl)-3-(2-oxo-2,3-dihydrooxazolo[4,5-b]pyridin-6-yl)propanamide). RXN SMILES: [NH2:1][CH2:2][C:3]([N:5]([C:7]1[CH:12]=[CH:11][C:10]([CH3:13])=[C:9]([CH2:14][O:15][C:16]2[C:24]3[N:23]=[C:22]([O:25][CH3:26])[N:21]([CH2:27][C:28]4[CH:33]=[CH:32][CH:31]=[CH:30][N:29]=4)[C:20]=3[CH:19]=[CH:18][CH:17]=2)[C:8]=1[CH3:34])[CH3:6])=[O:4].[O:35]=[C:36]1[NH:49][C:39]2=[N:40][CH:41]=[C:42]([CH2:44][CH2:45][C:46](O)=[O:47])[CH:43]=[C:38]2[O:37]1.ClC1C(COC2C3N=C(OC)N(CC4C=CC=CN=4)C=3C=CC=2)=C(Cl)C=CC=1N(C)C(=O)CNC(=O)CCC1C=CC(C(NCCOC)=O)=CC=1>>[CH3:26][O:25][C:22]1[N:21]([CH2:27][C:28]2[CH:33]=[CH:32][CH:31]=[CH:30][N:29]=2)[C:20]2[CH:19]=[CH:18][CH:17]=[C:16]([O:15][CH2:14][C:9]3[C:8]([CH3:34])=[C:7]([N:5]([CH3:6])[C:3](=[O:4])[CH2:2][NH:1][C:46](=[O:47])[CH2:45][CH2:44][C:42]4[CH:43]=[C:38]5[O:37][C:36](=[O:35])[NH:49][C:39]5=[N:40][CH:41]=4)[CH:12]=[CH:11][C:10]=3[CH3:13])[C:24]=2[N:23]=1. Procedure: 2-amino-N-(2,4-dimethyl-3-(((2-methoxy-1-(pyridin-2-ylmethyl)-1H-benzo[d]imidazol-4-yl)oxy)methyl)phenyl)-N-methylacetamide and 3-(2-oxo-2,3-dihydrooxazolo[4,5-b]pyridin-6-yl)propanoic acid were used to prepare 3 as described above for compound 1. LCMS (+APCI) 650 (M+). 1H-NMR (CDCl3, δ ppm): 8.59 (m, 1H), 7.85 (d, J=2.0 Hz, 1H), 7.60 (dt, J=2.0, 7.6 Hz, 1H), 7.22 (m, 2H), 7.05 (t, J=8.0 Hz, 1H), 6.95 (d, J=7.6 Hz, 1H), 6.90 (d, J=8.0 Hz, 1H), 6.82 (m, 3H), 6.73 (bt, 1H), 5.30 (m, 4H), 4.21 (s, ... Starting materials: [H-].[Al+3].[Li+].[H-].[H-].[H-] (Lithium aluminum hydride), C1(=CC=CC=C1)C1=CC(=NC=C1)C(=O)NCCC (4-phenyl-N-propylpyridine-2-carboxamide), [OH-].[Na+] (sodium hydroxide). Solvent: O1CCCC1 (tetrahydrofuran). Run at time 1 hour. Yields the product C1(=CC=CC=C1)C1=CC(=NC=C1)CNCCC (N-[(4-Phenylpyridin-2-yl)methyl]propan-1-amine). Yield: 32.5%. Reaction SMILES: [H-].[Al+3].[Li+].[H-].[H-].[H-].[C:7]1([C:13]2[CH:18]=[CH:17][N:16]=[C:15]([C:19]([NH:21][CH2:22][CH2:23][CH3:24])=O)[CH:14]=2)[CH:12]=[CH:11][CH:10]=[CH:9][CH:8]=1.[OH-].[Na+]>O1CCCC1>[C:7]1([C:13]2[CH:18]=[CH:17][N:16]=[C:15]([CH2:19][NH:21][CH2:22][CH2:23][CH3:24])[CH:14]=2)[CH:8]=[CH:9][CH:10]=[CH:11][CH:12]=1 |f:0.1.2.3.4.5,7.8|. Reported procedure: Lithium aluminum hydride was added to a solution of 4-phenyl-N-propylpyridine-2-carboxamide (350 mg) in tetrahydrofuran (10 mL), and the mixture was stirred at room temperature for 1 hr, followed by stirring with heating at 70° C. for 2 hr. After the mixture was cooled in ice, 10% aqueous sodium hydroxide solution was added, and the resulting mixture was stirred at room temperature for 30 min. The reaction mixture was dried over anhydrous magnesium sulfate, the desiccant was filtered off and the... As a reaction SMILES: [Br:36][CH2:37][c:38]1[cH:39][cH:40][cH:41][cH:42][cH:43]1.[CH3:45][N:46]1[CH2:47][CH2:48][CH2:49][C:50]1=[O:51].[Cl:3][c:4]1[c:5]([N:10]2[C:11](=[O:35])[NH:12][c:13]3[n:14][c:15]([N:20]([CH:21]4[CH2:22][CH2:23][CH:24]([C:27]([CH3:28])([CH3:29])[CH3:30])[CH2:25][CH2:26]4)[O:31][SiH:32]([CH3:33])[CH3:34])[n:16][cH:17][c:18]3[CH2:19]2)[cH:6][cH:7][cH:8][cH:9]1.[H-:1].[Na+:2].[OH2:44]>>[Cl:3][c:4]1[c:5]([N:10]2[C:11](=[O:35])[N:12]([CH2:37][c:38]3[cH:39][cH:40][cH:41][cH:42][cH:43]3)[c:13]3[n:14][c:15]([N:20]([CH:21]4[CH2:22][CH2:23][CH:24]([C:27]([CH3:28])([CH3:29])[CH3:30])[CH2:25][CH2:26]4)[O:31][SiH:32]([CH3:33])[CH3:34])[n:16][cH:17][c:18]3[CH2:19]2)[cH:6][cH:7][cH:8][cH:9]1. Reactants: BrCc1ccccc1, CN1CCCC1=O, C[SiH](C)ON(c1ncc2c(n1)NC(=O)N(c1ccccc1Cl)C2)C1CCC(C(C)(C)C)CC1, [H-], [Na+], O. Yields the product C[SiH](C)ON(c1ncc2c(n1)N(Cc1ccccc1)C(=O)N(c1ccccc1Cl)C2)C1CCC(C(C)(C)C)CC1. Starting materials: CO, Cc1ccc(C=CC(=O)O)cc1C, [Pd]. Product: Cc1ccc(CCC(=O)O)cc1C. Reaction SMILES: [CH3:15][OH:16].[CH3:1][c:2]1[cH:3][c:4]([CH:9]=[CH:10][C:11](=[O:12])[OH:13])[cH:5][cH:6][c:7]1[CH3:8].[Pd:14]>>[CH3:1][c:2]1[cH:3][c:4]([CH2:9][CH2:10][C:11](=[O:12])[OH:13])[cH:5][cH:6][c:7]1[CH3:8]. Reactants: CSC1=[N+]2Cc3ccccc3CC2CS1, [I-], CC(C)(C)c1nnc(N)s1. Yields the product CC(C)(C)c1nnc(N=C2SCC3Cc4ccccc4CN23)s1. RXN SMILES: [CH3:2][S:3][C:4]1=[N+:8]2[CH:7]([CH2:6][S:5]1)[CH2:16][c:15]1[c:10]([cH:11][cH:12][cH:13][cH:14]1)[CH2:9]2.[I-:1].[NH2:17][c:18]1[s:19][c:20]([C:23]([CH3:24])([CH3:25])[CH3:26])[n:21][n:22]1>>[C:4]1(=[N:17][c:18]2[s:19][c:20]([C:23]([CH3:24])([CH3:25])[CH3:26])[n:21][n:22]2)[S:5][CH2:6][CH:7]2[N:8]1[CH2:9][c:10]1[cH:11][cH:12][cH:13][cH:14][c:15]1[CH2:16]2.